This data is from the Open Reaction Database (ORD), a public repository of structured organic reaction records. The task is: describe an organic reaction: reactants, conditions, products, and yield Starting materials: NCC(=O)c1ccccc1, O, Cc1ccc(S(=O)(=O)Cl)cc1, c1ccncc1. The product is Cc1ccc(S(=O)(=O)NCC(=O)c2ccccc2)cc1. RXN SMILES: [NH2:1][CH2:2][C:3](=[O:4])[c:5]1[cH:6][cH:7][cH:8][cH:9][cH:10]1.[OH2:22].[c:11]1([CH3:21])[cH:12][cH:13][c:14]([S:17](=[O:18])(=[O:19])[Cl:20])[cH:15][cH:16]1.[cH:23]1[cH:24][cH:25][n:26][cH:27][cH:28]1>>[NH:1]([CH2:2][C:3](=[O:4])[c:5]1[cH:6][cH:7][cH:8][cH:9][cH:10]1)[S:17]([c:14]1[cH:13][cH:12][c:11]([CH3:21])[cH:16][cH:15]1)(=[O:18])=[O:19]. Reactants: IC1=C(N=C(N1)COC)C (5-iodo-2-(methoxymethyl)-4-methyl-1H-imidazole), CC1=C(C(=O)OC)C=C(C(=C1)C)B1OC(C(O1)(C)C)(C)C (methyl 2,4-dimethyl-5-(4,4,5,5-tetramethyl-1,3,2-dioxaborolan-2-yl)benzoate), CC1=C(C(=O)OC)C=C(C(=C1)C)B1OC(C(O1)(C)C)(C)C (methyl 2,4-dimethyl-5-(4,4,5,5-tetramethyl-1,3,2-dioxaborolan-2-yl)benzoate), C([O-])([O-])=O.[K+].[K+] (potassium carbonate), IC1=C(N=C(N1)COC)C (5-iodo-2-(methoxymethyl)-4-methyl-1H-imidazole). The reagents and catalysts are C1=CC=C(C=C1)P([C-]2C=CC=C2)C3=CC=CC=C3.C1=CC=C(C=C1)P([C-]2C=CC=C2)C3=CC=CC=C3.Cl[Pd]Cl.[Fe+2] (Pd(dppf)Cl2). Solvent: O (water), O1CCOCC1 (1,4-dioxane). Run at temperature 90 celsius, time 8 hour. Product: COCC=1NC(=C(N1)C)C=1C(=CC(=C(C(=O)OC)C1)C)C (Methyl 5-(2-(methoxymethyl)-4-methyl-1H-imidazol-5-yl)-2,4-dimethylbenzoate). Isolated yield 48.0%. RXN SMILES: I[C:2]1[NH:6][C:5]([CH2:7][O:8][CH3:9])=[N:4][C:3]=1[CH3:10].[CH3:11][C:12]1[CH:21]=[C:20]([CH3:22])[C:19](B2OC(C)(C)C(C)(C)O2)=[CH:18][C:13]=1[C:14]([O:16][CH3:17])=[O:15].C(=O)([O-])[O-].[K+].[K+]>O1CCOCC1.O.C1C=CC(P(C2C=CC=CC=2)[C-]2C=CC=C2)=CC=1.C1C=CC(P(C2C=CC=CC=2)[C-]2C=CC=C2)=CC=1.Cl[Pd]Cl.[Fe+2]>[CH3:9][O:8][CH2:7][C:5]1[NH:6][C:2]([C:19]2[C:20]([CH3:22])=[CH:21][C:12]([CH3:11])=[C:13]([CH:18]=2)[C:14]([O:16][CH3:17])=[O:15])=[C:3]([CH3:10])[N:4]=1 |f:2.3.4,7.8.9.10|. Procedure: Into a 50-mL three neck round-bottom flask, which was purged and maintained with an inert atmosphere of nitrogen, was placed a solution of 5-iodo-2-(methoxymethyl)-4-methyl-1H-imidazole (compound 222.3, 400 mg, 1.59 mmol) in 1,4-dioxane (15 mL). Methyl 2,4-dimethyl-5-(tetramethyl-1,3,2-dioxaborolan-2-yl)benzoate (compound 160.1, 510 mg, 1.76 mmol), a solution of potassium carbonate (662 mg, 4.79 mmol) in water (1 mL) and Pd(dppf)Cl2 (234 mg, 0.32 mmol) were added to the reaction. The reaction mi... Procedure: To a stirred solution of the product from step (a) (25 mg) in SOCl2 (1 ml) was added pyridine (1 ml). The mixture was heated to 70° C. for 30 minutes after which LCMS indicates no starting material. The volatiles were evaporated in vacuo. The residue was dissolved in EtOAc and washed with 1 M citric acid, saturated NaHCO3, brine, dried (Na2SO4), and solvent evaporated in vacuo to give the sub-titled compound (21 mg) as a colorless oil which was used as obtained in the next step. MS: ESI (positiv... The reactants are C(C)OC(=O)N1CCC2=C(C=3C(C(CC3C=C2)(F)F)O)CC1 (2,2-Difluoro-1-hydroxy-1,3,6,7,9,10-hexahydro-2H-8-aza-cyclohepta[e]indene-8-carboxylic acid ethyl ester), N1=CC=CC=C1 (pyridine), O=S(Cl)Cl (SOCl2). Yields the product C(C)OC(=O)N1CCC2=C(C=3C(C(CC3C=C2)(F)F)Cl)CC1 (1-Chloro-2,2-difluoro-1,3,6,7,9,10-hexahydro-2H-8-aza-cyclohepta[e]indene-8-carboxylic acid ethyl ester). Run at temperature 70 celsius. As a reaction SMILES: [CH2:1]([O:3][C:4]([N:6]1[CH2:22][CH2:21][C:10]2[C:11]3[CH:12](O)[C:13]([F:19])([F:18])[CH2:14][C:15]=3[CH:16]=[CH:17][C:9]=2[CH2:8][CH2:7]1)=[O:5])[CH3:2].N1C=CC=CC=1.O=S(Cl)[Cl:31]>>[CH2:1]([O:3][C:4]([N:6]1[CH2:22][CH2:21][C:10]2[C:11]3[CH:12]([Cl:31])[C:13]([F:19])([F:18])[CH2:14][C:15]=3[CH:16]=[CH:17][C:9]=2[CH2:8][CH2:7]1)=[O:5])[CH3:2]. Reactants: ClC=1C=C(C=CC1C#N)C1=NN(C=C1)C[C@@H](C)NC(=O)C1=CN=C(N1)CNC(OC(C)(C)C)=O ((R)-tert-butyl (5-(1-(3-(3-chloro-4-cyanophenyl)-1H-pyrazol-1-yl)propan-2-ylcarbamoyl)-1H-imidazol-2-yl)methylcarbamate), Cl (HCl). The solvent is CCO (EtOH). Yields the product NCC=1NC(=CN1)C(=O)N[C@@H](CN1N=C(C=C1)C1=CC(=C(C=C1)C#N)Cl)C ((R)-2-(aminomethyl)-N-(1-(3-(3-chloro-4-cyanophenyl)-1H-pyrazol-1-yl)propan-2-yl)-1H-imidazole-5-carboxamide). The yield is 64.5%. Reaction SMILES: [Cl:1][C:2]1[CH:3]=[C:4]([C:10]2[CH:14]=[CH:13][N:12]([CH2:15][C@H:16]([NH:18][C:19]([C:21]3[NH:25][C:24]([CH2:26][NH:27]C(=O)OC(C)(C)C)=[N:23][CH:22]=3)=[O:20])[CH3:17])[N:11]=2)[CH:5]=[CH:6][C:7]=1[C:8]#[N:9].Cl>CCO>[NH2:27][CH2:26][C:24]1[NH:25][C:21]([C:19]([NH:18][C@H:16]([CH3:17])[CH2:15][N:12]2[CH:13]=[CH:14][C:10]([C:4]3[CH:5]=[CH:6][C:7]([C:8]#[N:9])=[C:2]([Cl:1])[CH:3]=3)=[N:11]2)=[O:20])=[CH:22][N:23]=1. Procedure details: (R)-tert-butyl (5-(1-(3-(3-chloro-4-cyanophenyl)-1H-pyrazol-1-yl)propan-2-ylcarbamoyl)-1H-imidazol-2-yl)methylcarbamate (0.42 mmol) was stirred with 10% HCl (g) in EtOH (30 ml) overnight. Solvent was evaporated and the residue was taken up in water (50 ml), washed with DCM (3×30 ml) and made strongly alkaline by adding 2 M NaOH solution. The water phase was extracted with DCM (3×50 ml) and combined organic phases were dried over Na2SO4 and evaporated to yield 104 mg (65%) of the title compound. ... Starting materials: C(C)(C)C1=NC(C(NC2=C1C=CC=C2)=O)NC(=O)NC2=CC(=CC=C2)C (N-[(3RS)-2,3-dihydro-5-isopropyl-2-oxo-1H-1,4-benzodiazepin-3-yl]-N′-(3-methylphenyl)urea), [H-].[Na+] (sodium hydride), BrCC(=O)N1CC2CCC(C1)CC2 (N-bromomethylcarbonyl-3-azabicyclo[3.2.2]nonane). Solvent: CN(C=O)C (N,N-dimethylformamide), CN(C=O)C (N,N-dimethylformamide). Run at time 1 hour. Yields the product C12CN(CC(CC1)CC2)C(=O)CN2C(C(N=C(C1=C2C=CC=C1)C(C)C)NC(=O)NC1=CC(=CC=C1)C)=O (N-[(3RS)-1-(3-azabicyclo[3.2.2]non-3-yl)carbonylmethyl-2,3-dihydro-5-isopropyl-2-oxo-1H-1,4-benzodiazepin-3-yl]-N′-(3-methylphenyl)urea). Yield: 43.5%. RXN SMILES: [H-].[Na+].[CH:3]([C:6]1[C:12]2[CH:13]=[CH:14][CH:15]=[CH:16][C:11]=2[NH:10][C:9](=[O:17])[CH:8]([NH:18][C:19]([NH:21][C:22]2[CH:27]=[CH:26][CH:25]=[C:24]([CH3:28])[CH:23]=2)=[O:20])[N:7]=1)([CH3:5])[CH3:4].Br[CH2:30][C:31]([N:33]1[CH2:39][CH:38]2[CH2:40][CH2:41][CH:35]([CH2:36][CH2:37]2)[CH2:34]1)=[O:32]>CN(C)C=O>[CH:38]12[CH2:40][CH2:41][CH:35]([CH2:36][CH2:37]1)[CH2:34][N:33]([C:31]([CH2:30][N:10]1[C:11]3[CH:16]=[CH:15][CH:14]=[CH:13][C:12]=3[C:6]([CH:3]([CH3:5])[CH3:4])=[N:7][CH:8]([NH:18][C:19]([NH:21][C:22]3[CH:27]=[CH:26][CH:25]=[C:24]([CH3:28])[CH:23]=3)=[O:20])[C:9]1=[O:17])=[O:32])[CH2:39]2 |f:0.1|. Procedure: To a suspension of sodium hydride (0.030 g of a 65% dispersion in mineral oil) in dry N,N-dimethylformamide (5 ml) was added gradually N-[(3RS)-2,3-dihydro-5-isopropyl-2-oxo-1H-1,4-benzodiazepin-3-yl]-N′-(3-methylphenyl)urea (0.250 g) at 5˜10° C. in an ice-bath for 30 minutes. The mixture was stirred at the same temperature for 1 hour and then at room temperature for 2 hours. To the above mixture was added dropwise a solution of N-bromomethylcarbonyl-3-azabicyclo[3.2.2]nonane (0.200 g) in dry N,...